Dataset: the Open Reaction Database (ORD), a public repository of structured organic reaction records. Task: describe an organic reaction: reactants, conditions, products, and yield Reactants: C(C)(C)(C)OC(=O)N[C@H](CN[C@@H]1CC[C@H](CC1)CC(=O)N[C@@H](CC=1C(=C(C(=O)O)C=CC1)OC)B1OC2(C3C(C(CC2O1)C3)(C)C)C)C (3-((2R)-2-(2-(trans-4-((S)-2-(tert-butoxycarbonylamino)propylamino) cyclohexyl)acetamido)-2-(2,9,9-trimethyl-3,5-dioxa-4-bora-tricyclo[6.1.1.02,6]dec-4-yl)ethyl)-2-methoxybenzoic acid), Cl (HCl). Product: N[C@H](CN[C@@H]1CC[C@H](CC1)CC(=O)N[C@@H]1B(OC2=C(C1)C=CC=C2C(=O)O)O)C ((R)-3-(2-(trans-4-((S)-2-aminopropylamino)cyclohexyl)acetamido)-2-hydroxy-3,4-dihydro-2H-benzo[e][1,2]oxaborinine-8-carboxylic acid). Reaction SMILES: C(OC([NH:8][C@@H:9]([CH3:48])[CH2:10][NH:11][C@H:12]1[CH2:17][CH2:16][C@H:15]([CH2:18][C:19]([NH:21][C@H:22]([B:35]2[O:43]C3C(C)(C4CC(C3)C4(C)C)[O:36]2)[CH2:23][C:24]2[C:25](OC)=[C:26]([CH:30]=[CH:31][CH:32]=2)[C:27]([OH:29])=[O:28])=[O:20])[CH2:14][CH2:13]1)=O)(C)(C)C.Cl>>[NH2:8][C@@H:9]([CH3:48])[CH2:10][NH:11][C@H:12]1[CH2:13][CH2:14][C@H:15]([CH2:18][C:19]([NH:21][C@H:22]2[CH2:23][C:24]3[CH:32]=[CH:31][CH:30]=[C:26]([C:27]([OH:29])=[O:28])[C:25]=3[O:36][B:35]2[OH:43])=[O:20])[CH2:16][CH2:17]1. Procedure: To 3-((2R)-2-(2-(trans-4-((S)-2-(tert-butoxycarbonylamino)propylamino) cyclohexyl)acetamido)-2-(2,9,9-trimethyl-3,5-dioxa-4-bora-tricyclo[6.1.1.02,6]dec-4-yl)ethyl)-2-methoxybenzoic acid from Step 2 in a flask was added 3N aqueous HCl and the reaction mixture was stirred at refluxing for 1 hr. The product was purified using reverse phase HPLC and dried using lyophilization. ESI-MS m/z 409 (MH)+. The reactants are C(=O)(O)[O-].[Na+] (NaHCO3), ClC1=CC(=CC=C1)C(=O)OO (M-chloroperbenzoic acid), C(C)(=O)OC=CCF (fluoropropenyl acetate), [O-]S(=O)(=O)[O-].[Na+].[Na+] (Na2SO4). The solvent is C(Cl)Cl (methylene chloride). Run at time 15 minute. Yields the product C(C)(=O)OCC=C(S(=O)CCCCCCOC)F (3-fluoro-3-(6-methoxyhexylsulfinyl)-2-propenyl acetate). RXN SMILES: Cl[C:2]1[CH:7]=[CH:6][CH:5]=[C:4]([C:8]([O:10]O)=O)C=1.[C:12]([O:15][CH:16]=[CH:17][CH2:18][F:19])(=[O:14])[CH3:13].[O-][S:21]([O-:24])(=O)=O.[Na+].[Na+].[C:27]([O-])(O)=O.[Na+]>C(Cl)Cl>[C:12]([O:15][CH2:16][CH:17]=[C:18]([F:19])[S:21]([CH2:2][CH2:7][CH2:6][CH2:5][CH2:4][CH2:8][O:10][CH3:27])=[O:24])(=[O:14])[CH3:13] |f:2.3.4,5.6|. Procedure details: M-chloroperbenzoic acid (85%; 0.15 g, 0.75 mmol) is added to a solution of the above fluoropropenyl acetate (0.20 g, 0.75 mmol) in 3 ml of methylene chloride at 5°. The mixture is stirred for 15 min. and is then worked up with aq. Na2SO4 and sat'd aq. NaHCO3, washed with brine and stripped of solvent to give 3-fluoro-3-(6-methoxyhexylsulfinyl)-2-propenyl acetate. The product is purified by prep. TLC on silica gel eluting with 50% ethyl acetate/hexane. The upper band is collected to give (E)-3-fl... Procedure: 7-chloro-3-(4-methoxybenzyl)-4-methyl-1,3,4,5-tetrahydropyrazolo[3,4,5-de][1,6]naphthyridine (150 mg, 0.263 mmol), (R)-1-(1-phenylethyl)urea (64.7 mg, 0.394 mmol), cesium carbonate (257 mg, 0.788 mmol) and BrettPhos pre-catalyst (23.8 mg, 0.026 mmol) were charged in a 1 dram vial, evacuated and backfilled with nitrogen and taken in 1,4-dioxane (1.4 mL). The mixture was heated at 100° C. for 1 hour before it was diluted with DCM, washed with water, brine, dried with sodium sulfate and concentrate... Reaction conditions: temperature 100 celsius. RXN SMILES: Cl[C:2]1[CH:11]=[C:10]2[NH:12][N:13]=[C:8]3[C:9]2=[C:4]([CH2:5][CH:6]([CH3:23])[N:7]3[CH2:14][C:15]2[CH:20]=[CH:19][C:18]([O:21][CH3:22])=[CH:17][CH:16]=2)[N:3]=1.[C:24]1([C@H:30]([NH:32][C:33]([NH2:35])=[O:34])[CH3:31])[CH:29]=[CH:28][CH:27]=[CH:26][CH:25]=1.C(=O)([O-])[O-].[Cs+].[Cs+]>CC(C1C=C(C(C)C)C(C2C(P(C3CCCCC3)C3CCCCC3)=C(OC)C=CC=2OC)=C(C(C)C)C=1)C>[CH3:22][O:21][C:18]1[CH:19]=[CH:20][C:15]([CH2:14][N:7]2[CH:6]([CH3:23])[CH2:5][C:4]3[N:3]=[C:2]([NH:35][C:33]([NH:32][C@@H:30]([C:24]4[CH:29]=[CH:28][CH:27]=[CH:26][CH:25]=4)[CH3:31])=[O:34])[CH:11]=[C:10]4[NH:12][N:13]=[C:8]2[C:9]=34)=[CH:16][CH:17]=1 |f:2.3.4|. Reagents/catalysts: CC(C)C1=CC(=C(C(=C1)C(C)C)C2=C(C=CC(=C2P(C3CCCCC3)C4CCCCC4)OC)OC)C(C)C (BrettPhos). The reactants are ClC1=NC=2CC(N(C=3C2C(=C1)NN3)CC3=CC=C(C=C3)OC)C (7-chloro-3-(4-methoxybenzyl)-4-methyl-1,3,4,5-tetrahydropyrazolo[3,4,5-de][1,6]naphthyridine), C1(=CC=CC=C1)[C@@H](C)NC(=O)N ((R)-1-(1-phenylethyl)urea), C([O-])([O-])=O.[Cs+].[Cs+] (cesium carbonate). Product: COC1=CC=C(CN2C=3C=4C(=CC(=NC4CC2C)NC(=O)N[C@H](C)C2=CC=CC=C2)NN3)C=C1 (1-(3-(4-methoxybenzyl)-4-methyl-1,3,4,5-tetrahydropyrazolo[3,4,5-de][1,6]naphthyridin-7-yl)-3-((R)-1-phenylethyl)urea). The product is CCCCCC=CCC=CCC=CCC=CCCCC(=O)c1cccnn1. Reaction SMILES: [CH3:1][O:2][N:3]([C:4]([CH2:5][CH2:6][CH2:7][CH:8]=[CH:9][CH2:10][CH:11]=[CH:12][CH2:13][CH:14]=[CH:15][CH2:16][CH:17]=[CH:18][CH2:19][CH2:20][CH2:21][CH2:22][CH3:23])=[O:24])[CH3:25].[cH:26]1[cH:27][cH:28][n:29][n:30][cH:31]1>>[C:4]([CH2:5][CH2:6][CH2:7][CH:8]=[CH:9][CH2:10][CH:11]=[CH:12][CH2:13][CH:14]=[CH:15][CH2:16][CH:17]=[CH:18][CH2:19][CH2:20][CH2:21][CH2:22][CH3:23])(=[O:24])[c:31]1[cH:26][cH:27][cH:28][n:29][n:30]1. Starting materials: CCCCCC=CCC=CCC=CCC=CCCCC(=O)N(C)OC, c1ccnnc1. Starting materials: BrC=1C=C2N(N=CC(=C2NC2CN(CC23CCC3)C(=O)C3(CC3)C#N)C(=O)N)C1 ((+/−)-6-bromo-4-((6-(1-cyanocyclopropanecarbonyl)-6-azaspiro[3.4]octan-8-yl)amino)pyrrolo[1,2-b]pyridazine-3-carboxamide), CN1N=CC(=C1)B1OC(C(O1)(C)C)(C)C (1-Methyl-4-(4,4,5,5-tetramethyl-1,3,2-dioxaborolan-2-yl)-1H-pyrazole), P(=O)([O-])([O-])[O-].[K+].[K+].[K+] (potassium phosphate), N#N (N2), ClCCl (dichloromethane). The reagents and catalysts are C1=CC=C(C=C1)P([C-]2C=CC=C2)C3=CC=CC=C3.C1=CC=C(C=C1)P([C-]2C=CC=C2)C3=CC=CC=C3.Cl[Pd]Cl.[Fe+2] (1,1′-Bis(diphenylphosphino)ferrocenepalladium(II) dichloride). The solvent is O1CCOCC1 (1,4-dioxane). Conditions: temperature 110 celsius, time 25 minute. Yields the product C(#N)C1(CC1)C(=O)N1CC2(CCC2)C(C1)NC=1C=2N(N=CC1C(=O)N)C=C(C2)C=2C=NN(C2)C ((+/−)-4-(6-(1-cyanocyclopropanecarbonyl)-6-azaspiro[3.4]octan-8-ylamino)-6-(1-methyl-1H-pyrazol-4-yl)-pyrrolo[1,2-b]pyridazine-3-carboxamide). Yield: 54.9%. As a reaction SMILES: Br[C:2]1[CH:3]=[C:4]2[C:9]([NH:10][CH:11]3[C:15]4([CH2:18][CH2:17][CH2:16]4)[CH2:14][N:13]([C:19]([C:21]4([C:24]#[N:25])[CH2:23][CH2:22]4)=[O:20])[CH2:12]3)=[C:8]([C:26]([NH2:28])=[O:27])[CH:7]=[N:6][N:5]2[CH:29]=1.[CH3:30][N:31]1[CH:35]=[C:34](B2OC(C)(C)C(C)(C)O2)[CH:33]=[N:32]1.P([O-])([O-])([O-])=O.[K+].[K+].[K+].N#N.ClCCl>O1CCOCC1.C1C=CC(P(C2C=CC=CC=2)[C-]2C=CC=C2)=CC=1.C1C=CC(P(C2C=CC=CC=2)[C-]2C=CC=C2)=CC=1.Cl[Pd]Cl.[Fe+2]>[C:24]([C:21]1([C:19]([N:13]2[CH2:12][CH:11]([NH:10][C:9]3[C:4]4[N:5]([CH:29]=[C:2]([C:34]5[CH:33]=[N:32][N:31]([CH3:30])[CH:35]=5)[CH:3]=4)[N:6]=[CH:7][C:8]=3[C:26]([NH2:28])=[O:27])[C:15]3([CH2:18][CH2:17][CH2:16]3)[CH2:14]2)=[O:20])[CH2:22][CH2:23]1)#[N:25] |f:2.3.4.5,9.10.11.12|. Reported procedure: A solution of (+/−)-6-bromo-4-((6-(1-cyanocyclopropanecarbonyl)-6-azaspiro[3.4]octan-8-yl)amino)pyrrolo[1,2-b]pyridazine-3-carboxamide (15.09 mg, 0.033 mmol) and 1-Methyl-4-(4,4,5,5-tetramethyl-1,3,2-dioxaborolan-2-yl)-1H-pyrazole (13.73 mg, 0.066 mmol) in 1,4-dioxane (440 μL) and 2M aq. potassium phosphate (49.5 μL, 0.099 mmol) was degassed for several minutes with N2 gas. 1,1′-Bis(diphenylphosphino)ferrocenepalladium(II) dichloride, dichloromethane (2.71 mg, 3.30 μmol) was added and degassing ... Reactants: COC(C1=CC(=CC=C1)COC1=CC=C(C=C1)I)=O (3-(4-iodo-phenoxymethyl)-benzoic acid methyl ester), COC(C1=CC(=CC=C1)COC1=CC=C(C=C1)I)=O (3-(4-iodo-phenoxymethyl)-benzoic acid methyl ester), N1(N=CC=C1)C=1C=C(C=CC1)B(O)O (3-(1H-pyrazol-1-yl)phenylboronic acid). Yields the product N1(N=CC=C1)C=1C=C(C=CC1)C1=CC=C(C=C1)OCC=1C=C(C(=O)O)C=CC1 (3-(3′-Pyrazol-1-yl-biphenyl-4-yloxymethyl)-benzoic acid). Reaction SMILES: C[O:2][C:3](=[O:19])[C:4]1[CH:9]=[CH:8][CH:7]=[C:6]([CH2:10][O:11][C:12]2[CH:17]=[CH:16][C:15](I)=[CH:14][CH:13]=2)[CH:5]=1.[N:20]1([C:25]2[CH:26]=[C:27](B(O)O)[CH:28]=[CH:29][CH:30]=2)[CH:24]=[CH:23][CH:22]=[N:21]1>>[N:20]1([C:25]2[CH:26]=[C:27]([C:15]3[CH:16]=[CH:17][C:12]([O:11][CH2:10][C:6]4[CH:5]=[C:4]([CH:9]=[CH:8][CH:7]=4)[C:3]([OH:2])=[O:19])=[CH:13][CH:14]=3)[CH:28]=[CH:29][CH:30]=2)[CH:24]=[CH:23][CH:22]=[N:21]1. Reported procedure: 3-(3′-Pyrazol-1-yl-biphenyl-4-yloxymethyl)-benzoic acid was prepared using the procedure described above for the synthesis of Example 4 from 3-(4-iodo -phenoxymethyl)-benzoic acid methyl ester (of Intermediate 1) and 3-(1H-pyrazol-1-yl)phenylboronic acid (available from ASDI Inc., Newark, Del.). Mass spectrum MH+=371. The reactants are C(C1=CC=CC=C1)(C1=CC=CC=C1)=NC=1C=CC(=C(C1)[C@@]1(COCC(N1)=S)C)F ((R)-5-[5-(benzhydrylidene-amino)-2-fluoro-phenyl]-5-methyl-morpholine-3-thione), Cl (hydrochloric acid). Product: NC=1C=CC(=C(C1)[C@@]1(COCC(N1)=S)C)F ((R)-5-(5-Amino-2-fluoro-phenyl)-5-methyl-morpholine-3-thione). As a reaction SMILES: C(=[N:14][C:15]1[CH:16]=[CH:17][C:18]([F:29])=[C:19]([C@@:21]2([CH3:28])[NH:26][C:25](=[S:27])[CH2:24][O:23][CH2:22]2)[CH:20]=1)(C1C=CC=CC=1)C1C=CC=CC=1.Cl>>[NH2:14][C:15]1[CH:16]=[CH:17][C:18]([F:29])=[C:19]([C@@:21]2([CH3:28])[NH:26][C:25](=[S:27])[CH2:24][O:23][CH2:22]2)[CH:20]=1. Procedure: In a manner analogous to the preparation of Building block E the hydrolysis of (R)-5-[5-(benzhydrylidene-amino)-2-fluoro-phenyl]-5-methyl-morpholine-3-thione with hydrochloric acid yielded the title compound as a light brown foam. Mass (calculated) C11H13FN2OS [240.301]; (found) [M+H]+=241. Starting materials: C[Si](C)(C)[N-][Si](C)(C)C.[Li+].C1CCOC1 (lithiumbis(trimethylsilyl)amide THF), C(CCC)[Sn](CCCC)(CCCC)Cl (Tri-n-butylstannyl chloride), C[Si](C)(C)[N-][Si](C)(C)C.[Li+].C1CCOC1 (lithiumbis(trimethylsilyl)amide THF), N(=[N+]=[N-])CCSC=1N=CN2C1SC=C2 (7-(2-azidoethyl)thioimidazo[5,1-b]thiazole), [Cl-].[NH4+] (ammonium chloride). Solvent: C1CCOC1 (THF). Product: N(=[N+]=[N-])CCSC=1N=CN2C1SC(=C2)[Sn](CCCC)(CCCC)CCCC (7-(2-Azidoethyl)thio-2-(tri-n-butylstannyl)imidazo[5,1-b]thiazole). RXN SMILES: [CH2:1]([Sn:5](Cl)([CH2:10][CH2:11][CH2:12][CH3:13])[CH2:6][CH2:7][CH2:8][CH3:9])[CH2:2][CH2:3][CH3:4].C[Si]([N-][Si](C)(C)C)(C)C.[Li+].C1COCC1.[N:30]([CH2:33][CH2:34][S:35][C:36]1[N:37]=[CH:38][N:39]2[CH:43]=[CH:42][S:41][C:40]=12)=[N+:31]=[N-:32].[Cl-].[NH4+]>C1COCC1>[N:30]([CH2:33][CH2:34][S:35][C:36]1[N:37]=[CH:38][N:39]2[CH:43]=[C:42]([Sn:5]([CH2:10][CH2:11][CH2:12][CH3:13])([CH2:6][CH2:7][CH2:8][CH3:9])[CH2:1][CH2:2][CH2:3][CH3:4])[S:41][C:40]=12)=[N+:31]=[N-:32] |f:1.2.3,5.6|. Reported procedure: Tri-n-butylstannyl chloride (3.53 ml) and 12.34 ml of a 1.0 N lithiumbis(trimethylsilyl)amide/THF solution were added to a solution of 2.32 g of 7-(2-azidoethyl)thioimidazo[5,1-b]thiazole in 75 ml of THF at −65° C. under an argon atmosphere. The temperature of the mixture was raised to −30° C. over a period of 2 hr, during which time a 1.0 N lithiumbis(trimethylsilyl)amide/THF solution (1.0 ml) was added to the mixture four times. An aqueous ammonium chloride solution was added to the reaction m... Yields the product COC(CCC1=CC(=CC=C1)CN(CC1=CC=C(C=C1)C=1SC=CN1)S(=O)(=O)C1=CC=CC=C1)=O (3-(3-{[Benzenesulfonyl-(4-thiazol-2-yl-benzyl)-amino]-methyl}-phenyl)-propionic acid methyl ester). Reaction SMILES: [CH3:1][O:2][C:3](=[O:26])[CH2:4][CH2:5][C:6]1[CH:11]=[CH:10][CH:9]=[C:8]([CH2:12][NH:13][CH2:14][C:15]2[CH:20]=[CH:19][C:18]([C:21]3[S:22][CH:23]=[CH:24][N:25]=3)=[CH:17][CH:16]=2)[CH:7]=1.[C:27]1([S:33](Cl)(=[O:35])=[O:34])[CH:32]=[CH:31][CH:30]=[CH:29][CH:28]=1>C(N(CC)CC)C>[CH3:1][O:2][C:3](=[O:26])[CH2:4][CH2:5][C:6]1[CH:11]=[CH:10][CH:9]=[C:8]([CH2:12][N:13]([S:33]([C:27]2[CH:32]=[CH:31][CH:30]=[CH:29][CH:28]=2)(=[O:35])=[O:34])[CH2:14][C:15]2[CH:20]=[CH:19][C:18]([C:21]3[S:22][CH:23]=[CH:24][N:25]=3)=[CH:17][CH:16]=2)[CH:7]=1. Reactants: COC(CCC1=CC(=CC=C1)CNCC1=CC=C(C=C1)C=1SC=CN1)=O (3-{3-[(4-thiazol-2-yl-benzylamino)-methyl]-phenyl}-propionic acid methyl ester), C1(=CC=CC=C1)S(=O)(=O)Cl (benzenesulfonyl chloride). Reported procedure: The title compound of Step A was prepared from 3-{3-[(4-thiazol-2-yl-benzylamino)-methyl]-phenyl}-propionic acid methyl ester, prepared in Step A of Example 11e, and benzenesulfonyl chloride, following the method described in Example 1, Step B using triethylamine in place of N,N-diisopropylethylamine. 1H NMR (400 MHz, CDCl3) δ 7.87 (m, 3H), 7.80 (d, 2H), 7.62 (m, 1H), 7.56 (m, 2H), 7.33 (d, 1H), 7.11 (m, 3H), 7.03 (d, 1H), 6.87 (d, 1H), 6.78 (s, 1H), 4.34 (s, 2H), 4.32 (s, 2H), 3.65 (s, 3H), 2.7... The solvent is C(C)N(CC)CC (triethylamine). Reactants: C(C)OC(=O)CN(C1=CC=CC=C1)C1CCCCC1 (N-ethoxycarbonylmethyl-N-cyclohexyl aniline), C1(CCCCC1)NC1=CC=CC=C1 (N-cyclohexyl aniline), product. Yields the product C1(CCCCC1)N(C1=CC=CC=C1)CCO (2-(N-cylohexylanilino)ethanol). The yield is 18.9%. Reaction SMILES: C([O:3][C:4]([CH2:6][N:7]([CH:14]1[CH2:19][CH2:18][CH2:17][CH2:16][CH2:15]1)[C:8]1[CH:13]=[CH:12][CH:11]=[CH:10][CH:9]=1)=O)C.C1(NC2C=CC=CC=2)CCCCC1>>[CH:14]1([N:7]([CH2:6][CH2:4][OH:3])[C:8]2[CH:9]=[CH:10][CH:11]=[CH:12][CH:13]=2)[CH2:19][CH2:18][CH2:17][CH2:16][CH2:15]1. Reported procedure: N-ethoxycarbonylmethyl-N-cyclohexyl aniline 1.89 g was obtained from N-cyclohexyl aniline 1.30 g in the same manner as in the above example. This product 860 mg was reduced to give the title compound (300 mg, 42%).